From a dataset of the Open Reaction Database (ORD), a public repository of structured organic reaction records. describe an organic reaction: reactants, conditions, products, and yield Reactants: C=C(C)CO, [Cl-], Clc1cc(Cl)ncn1, [H-], [NH4+], [Na+], C1CCOC1. Product: C=C(C)COc1cc(Cl)ncn1. RXN SMILES: [CH3:3][C:4]([CH2:5][OH:6])=[CH2:7].[Cl-:16].[Cl:8][c:9]1[n:10][cH:11][n:12][c:13]([Cl:15])[cH:14]1.[H-:1].[NH4+:17].[Na+:2].[O:18]1[CH2:19][CH2:20][CH2:21][CH2:22]1>>[CH3:3][C:4]([CH2:5][O:6][c:13]1[n:12][cH:11][n:10][c:9]([Cl:8])[cH:14]1)=[CH2:7]. The reactants are solution, C(C)[Mg]Br (ethylmagnesium bromide), CC1(CCOC2=CC=C(C=C12)C#CC1=NC=C(C=C1)C=O)C (2-(2-(4,4-Dimethylchroman-6-yl) ethynyl)-pryidine-5-carboxaldehyde). Run in CCOCC (ether), CCOCC (ether). Run at time 1 hour. The product is CC1(CCOC2=CC=C(C=C12)C#CC1=NC=C(C=C1)C(CC)O)C (2-(2-(4,4-Dimethylchroman-6-yl)ethynyl)-5-(1-hydroxypropyl)pyridine). RXN SMILES: [CH2:1]([Mg]Br)[CH3:2].[CH3:5][C:6]1([CH3:26])[C:15]2[C:10](=[CH:11][CH:12]=[C:13]([C:16]#[C:17][C:18]3[CH:23]=[CH:22][C:21]([CH:24]=[O:25])=[CH:20][N:19]=3)[CH:14]=2)[O:9][CH2:8][CH2:7]1>CCOCC>[CH3:5][C:6]1([CH3:26])[C:15]2[C:10](=[CH:11][CH:12]=[C:13]([C:16]#[C:17][C:18]3[CH:23]=[CH:22][C:21]([CH:24]([OH:25])[CH2:1][CH3:2])=[CH:20][N:19]=3)[CH:14]=2)[O:9][CH2:8][CH2:7]1. Procedure: Four ml of a 3M (12 mmol) solution of ethylmagnesium bromide in ether is placed in a B-necked flask fitted with a mechanical stirrer, a reflux condenser protected by a drying tube and a pressure-equalizing dropping funnel protected by a drying tube. The flask is cooled in an ice bath and a solution of 2.8 g (10 mmol) of 2-(2-(4,4-Dimethylchroman-6-yl) ethynyl)-pryidine-5-carboxaldehyde in 10 ml of dry ether is added slowly with vigorous stirring. The cooling bath is then removed and the mixture ... Reactants: C(CCC)[Li] (n-butyllithium), ClC=1C(=CSC1)C(=O)NC1=CC=CC=C1 (4-Chlorothiophene-3-carboxanilide), C(=O)=O (carbon dioxide). Run in C1CCOC1 (THF). Conditions: temperature -70 celsius, time 30 minute. Product: ClC=1C(=C(SC1)C(=O)O)C(=O)NC1=CC=CC=C1 (4-Chloro-3-phenylaminocarbonylthiophene-2-carboxylic acid). As a reaction SMILES: [Cl:1][C:2]1[C:3]([C:7]([NH:9][C:10]2[CH:15]=[CH:14][CH:13]=[CH:12][CH:11]=2)=[O:8])=[CH:4][S:5][CH:6]=1.C([Li])CCC.[C:21](=[O:23])=[O:22]>C1COCC1>[Cl:1][C:2]1[C:3]([C:7]([NH:9][C:10]2[CH:11]=[CH:12][CH:13]=[CH:14][CH:15]=2)=[O:8])=[C:4]([C:21]([OH:23])=[O:22])[S:5][CH:6]=1. Reported procedure: 4-Chlorothiophene-3-carboxanilide (14.6 g, 0.061 mol) is dissolved in 450 ml of THF and the solution is cooled to -70° C.; n-butyllithium (0.13 mol, 1.6N solution in n-hexane) is then added. After 30 minutes, carbon dioxide is gassed in until the solution was saturated, and the solution is allowed to heat up slowly to room temperature. It is then concentrated to dryness, the solid residue is taken up in a mixture of water, sodium hydroxide solution and ethyl acetate, the phases are separated and... Reactants: CC(O)(COC(=O)N1CCN(N=Cc2ccc(C(F)(F)F)cc2)CC1)Cn1cc([N+](=O)[O-])nc1Cl, [H-], [Na+], CN(C)C=O, O. Product: CC1(COC(=O)N2CCN(N=Cc3ccc(C(F)(F)F)cc3)CC2)Cn2cc([N+](=O)[O-])nc2O1. RXN SMILES: [F:1][C:2]([c:3]1[cH:4][cH:5][c:6]([CH:7]=[N:8][N:9]2[CH2:10][CH2:11][N:12]([C:15](=[O:16])[O:17][CH2:18][C:19]([CH2:20][n:21]3[c:22]([Cl:29])[n:23][c:24]([N+:26](=[O:27])[O-:28])[cH:25]3)([CH3:30])[OH:31])[CH2:13][CH2:14]2)[cH:32][cH:33]1)([F:34])[F:35].[H-:36].[Na+:37].[O:39]=[CH:40][N:41]([CH3:42])[CH3:43].[OH2:38]>>[F:1][C:2]([c:3]1[cH:4][cH:5][c:6]([CH:7]=[N:8][N:9]2[CH2:10][CH2:11][N:12]([C:15](=[O:16])[O:17][CH2:18][C:19]3([CH3:30])[CH2:20][n:21]4[c:22]([n:23][c:24]([N+:26](=[O:27])[O-:28])[cH:25]4)[O:31]3)[CH2:13][CH2:14]2)[cH:32][cH:33]1)([F:34])[F:35]. Starting materials: COc1cccc(S(=O)(=O)Cl)c1, ClCCl, Nc1ccc(Cl)cc1, O, O=C(O)CC(O)(CC(=O)O)C(=O)O, c1ccncc1. Product: COc1cccc(S(=O)(=O)Nc2ccc(Cl)cc2)c1. RXN SMILES: [CH3:9][O:10][c:11]1[cH:12][c:13]([S:17](=[O:18])(=[O:19])[Cl:20])[cH:14][cH:15][cH:16]1.[Cl:40][CH2:41][Cl:42].[NH2:1][c:2]1[cH:3][cH:4][c:5]([Cl:6])[cH:7][cH:8]1.[OH2:43].[OH:27][C:28]([CH2:29][C:30]([C:31](=[O:32])[OH:33])([CH2:34][C:35](=[O:36])[OH:37])[OH:38])=[O:39].[cH:21]1[cH:22][cH:23][n:24][cH:25][cH:26]1>>[NH:1]([c:2]1[cH:3][cH:4][c:5]([Cl:6])[cH:7][cH:8]1)[S:17]([c:13]1[cH:12][c:11]([O:10][CH3:9])[cH:16][cH:15][cH:14]1)(=[O:18])=[O:19]. Starting materials: C(C1=CC=CC=C1)OC(=O)N[C@@H](C(C)(C)C)C(=O)O (N-benzyloxycarbonyl-3-methyl-L-valine), N[C@H]([C@@H](C[C@H]1[C@@H](CCCC1)C(=O)NC(C)(C)C)O)CC1=CC=CC=C1 (2(S)-[3(S)-amino-2(R)-hydroxy-4-phenylbutyl]-N-tert.butyl-1(R)-cyclohexanecarboxamide). The product is C(C1=CC=CC=C1)OC(=O)N[C@@H](C(C)(C)C)C(=O)N[C@H]([C@@H](C[C@H]1[C@@H](CCCC1)C(=O)NC(C)(C)C)O)CC1=CC=CC=C1 (2(S)-[3(S)-[[N-(benzyloxycarbonyl)-3-methyl-L-valyl]amino]-2(R)-hydroxy-4-phenylbutyl]-N-tert.butyl-1(R)-cyclohexanecarboxamide). Yield: 25.9%. Reaction SMILES: [CH2:1]([O:8][C:9]([NH:11][C@H:12]([C:17]([OH:19])=O)[C:13]([CH3:16])([CH3:15])[CH3:14])=[O:10])[C:2]1[CH:7]=[CH:6][CH:5]=[CH:4][CH:3]=1.[NH2:20][C@@H:21]([CH2:38][C:39]1[CH:44]=[CH:43][CH:42]=[CH:41][CH:40]=1)[C@H:22]([OH:37])[CH2:23][C@@H:24]1[CH2:29][CH2:28][CH2:27][CH2:26][C@H:25]1[C:30]([NH:32][C:33]([CH3:36])([CH3:35])[CH3:34])=[O:31]>>[CH2:1]([O:8][C:9]([NH:11][C@H:12]([C:17]([NH:20][C@@H:21]([CH2:38][C:39]1[CH:40]=[CH:41][CH:42]=[CH:43][CH:44]=1)[C@H:22]([OH:37])[CH2:23][C@@H:24]1[CH2:29][CH2:28][CH2:27][CH2:26][C@H:25]1[C:30]([NH:32][C:33]([CH3:36])([CH3:35])[CH3:34])=[O:31])=[O:19])[C:13]([CH3:14])([CH3:15])[CH3:16])=[O:10])[C:2]1[CH:3]=[CH:4][CH:5]=[CH:6][CH:7]=1. Procedure details: In a manner analogous to that described in Example 6, 68 mg (0.26 mmol) of N-benzyloxycarbonyl-3-methyl-L-valine were coupled with 90 mg (0.26 mmol) of 2(S)-[3(S)-amino-2(R)-hydroxy-4-phenylbutyl]-N-tert.butyl-1(R)-cyclohexanecarboxamide to give 40 mg of 2(S)-[3(S)-[[N-(benzyloxycarbonyl)-3-methyl-L-valyl]amino]-2(R)-hydroxy-4-phenylbutyl]-N-tert.butyl-1(R)-cyclohexanecarboxamide as a white solid of melting point 90° C. (decomposition); MS m/e 594 [M+H]+. As a reaction SMILES: [CH2:45]1[CH2:46][c:47]2[cH:48][cH:49][c:50]([CH2:57][NH:58][CH3:59])[c:51]3[cH:52][cH:53][cH:54][c:55]1[c:56]23.[CH3:27][N:28]1[CH2:29][c:30]2[cH:31][c:32]([CH:33]=[CH:34][C:35]([OH:36])=[O:37])[cH:38][n:39][c:40]2[NH:41][C:42](=[O:43])[CH2:44]1.[CH3:60][NH:61][CH2:62][c:63]1[cH:64][cH:65][c:66]2[c:67]([cH:68][cH:69][cH:70][cH:71]2)[c:72]1[CH2:73][CH2:74][CH3:75].[ClH:1].[ClH:26].[O:2]1[CH2:3][CH2:4][N:5]([CH2:8][CH2:9][N:10]2[C:11](=[O:25])[NH:12][c:13]3[c:14]([cH:16][c:17]([CH:20]=[CH:21][C:22](=[O:23])[OH:24])[cH:18][n:19]3)[CH2:15]2)[CH2:6][CH2:7]1>>[ClH:1].[O:2]1[CH2:3][CH2:4][N:5]([CH2:8][CH2:9][N:10]2[C:11](=[O:25])[NH:12][c:13]3[c:14]([cH:16][c:17]([CH:20]=[CH:21][C:22](=[O:24])[N:58]([CH2:57][c:50]4[cH:49][cH:48][c:47]5[c:56]6[c:51]4[cH:52][cH:53][cH:54][c:55]6[CH2:45][CH2:46]5)[CH3:59])[cH:18][n:19]3)[CH2:15]2)[CH2:6][CH2:7]1. Yields the product Cl, CN(Cc1ccc2c3c(cccc13)CC2)C(=O)C=Cc1cnc2c(c1)CN(CCN1CCOCC1)C(=O)N2. Starting materials: CNCc1ccc2c3c(cccc13)CC2, CN1CC(=O)Nc2ncc(C=CC(=O)O)cc2C1, CCCc1c(CNC)ccc2ccccc12, Cl, Cl, O=C(O)C=Cc1cnc2c(c1)CN(CCN1CCOCC1)C(=O)N2. The reagents and catalysts are Cl[Pd]([P](C1=CC=CC=C1)(C2=CC=CC=C2)C3=CC=CC=C3)([P](C4=CC=CC=C4)(C5=CC=CC=C5)C6=CC=CC=C6)Cl (dichlorobis(triphenylphosphine)palladium), [Cu](I)I (copper iodide). Procedure: In a reactor equipped with a stirrer and a thermometer, 2-(4-bromophenyl)-5-benzyloxypyrimidine, 6-tetrahydropyranyloxy-1-heptyne, dichlorobis(triphenylphosphine)palladium, copper iodide, triphenylphosophine and triethylamine are charged and heated up to 90° C. to carry out a reaction for 8 hours. After extraction with toluene and washing with water, the mixture is evaporated under reduced pressure. A resulting residue is purified by silica gel column chromatography to obtain 5-benzyloxy-2-[4-(6... Yields the product C(C1=CC=CC=C1)OC=1C=NC(=NC1)C1=CC=C(C=C1)C#CCCCC(C)OC1OCCCC1 (5-benzyloxy-2-[4-(6-tetrahydropyranyloxy-1-heptynyl)phenyl]pyrimidine). As a reaction SMILES: Br[C:2]1[CH:7]=[CH:6][C:5]([C:8]2[N:13]=[CH:12][C:11]([O:14][CH2:15][C:16]3[CH:21]=[CH:20][CH:19]=[CH:18][CH:17]=3)=[CH:10][N:9]=2)=[CH:4][CH:3]=1.[O:22]1[CH2:27][CH2:26][CH2:25][CH2:24][CH:23]1[O:28][CH:29]([CH3:35])[CH2:30][CH2:31][CH2:32][C:33]#[CH:34]>Cl[Pd](Cl)([P](C1C=CC=CC=1)(C1C=CC=CC=1)C1C=CC=CC=1)[P](C1C=CC=CC=1)(C1C=CC=CC=1)C1C=CC=CC=1.[Cu](I)I.C(N(CC)CC)C>[CH2:15]([O:14][C:11]1[CH:10]=[N:9][C:8]([C:5]2[CH:6]=[CH:7][C:2]([C:34]#[C:33][CH2:32][CH2:31][CH2:30][CH:29]([O:28][CH:23]3[CH2:24][CH2:25][CH2:26][CH2:27][O:22]3)[CH3:35])=[CH:3][CH:4]=2)=[N:13][CH:12]=1)[C:16]1[CH:21]=[CH:20][CH:19]=[CH:18][CH:17]=1 |^1:38,57|. Run in C(C)N(CC)CC (triethylamine). Reactants: BrC1=CC=C(C=C1)C1=NC=C(C=N1)OCC1=CC=CC=C1 (2-(4-bromophenyl)-5-benzyloxypyrimidine), O1C(CCCC1)OC(CCCC#C)C (6-tetrahydropyranyloxy-1-heptyne). Conditions: temperature 90 celsius.